This data is from the Open Reaction Database (ORD), a public repository of structured organic reaction records. The task is: describe an organic reaction: reactants, conditions, products, and yield The reactants are NCC1=C(C=C(CNC(OC(C)(C)C)=O)C=C1)[N+](=O)[O-] (tert-Butyl 4-(aminomethyl)-3-nitrobenzylcarbamate), TEA, S(=O)(Cl)Cl (thionyl chloride), COC=1C=C(C(=O)O)C=C(C1C)OC (3,5-dimethoxy-4-methyl benzoic acid). Reagents/catalysts: CN(C)C=O (DMF). Solvent: ClCCl (dichloromethane), C(C)(=O)OCC (ethyl acetate), C1=CC=CC=C1 (benzene). Run at time 8 hour. The product is COC=1C=C(C(=O)NCC2=C(C=C(CNC(OC(C)(C)C)=O)C=C2)[N+](=O)[O-])C=C(C1C)OC (tert-Butyl 4-((3,5-dimethoxy-4-methylbenzamido)methyl)-3-nitrobenzylcarbamate). Yield: 100.0%. Reaction SMILES: S(Cl)(Cl)=O.[CH3:5][O:6][C:7]1[CH:8]=[C:9]([CH:13]=[C:14]([O:17][CH3:18])[C:15]=1[CH3:16])[C:10]([OH:12])=O.[NH2:19][CH2:20][C:21]1[CH:35]=[CH:34][C:24]([CH2:25][NH:26][C:27](=[O:33])[O:28][C:29]([CH3:32])([CH3:31])[CH3:30])=[CH:23][C:22]=1[N+:36]([O-:38])=[O:37]>CN(C=O)C.C1C=CC=CC=1.ClCCl.C(OCC)(=O)C>[CH3:18][O:17][C:14]1[CH:13]=[C:9]([CH:8]=[C:7]([O:6][CH3:5])[C:15]=1[CH3:16])[C:10]([NH:19][CH2:20][C:21]1[CH:35]=[CH:34][C:24]([CH2:25][NH:26][C:27](=[O:33])[O:28][C:29]([CH3:32])([CH3:31])[CH3:30])=[CH:23][C:22]=1[N+:36]([O-:38])=[O:37])=[O:12]. Reported procedure: DMF (2 drops) and thionyl chloride (0.080 mL, 1.1 mmol) were sequentially added to a suspension of 3,5-dimethoxy-4-methyl benzoic acid (0.0995 g, 0.507 mmol) in benzene (2 mL). The reaction mixture was heated at reflux for 2 h, and then concentrated. The residue was dissolved in dichloromethane (1 mL) and then added dropwise to a solution of compound 65c (0.144 g, 0.512 mmol) and TEA (0.2 mL, 1.4 mmol) in dichloromethane (1 mL). The reaction mixture was stirred overnight at rt. The mixture was d... As a reaction SMILES: [C:13](=[O:14])([O-:15])[O-:16].[CH3:19][C:20](=[O:21])[CH3:22].[Cl:6][C:7]([C:8](=[O:9])[O:10][CH3:11])=[CH2:12].[K+:17].[K+:18].[SH:1][CH2:2][C:3](=[O:4])[NH2:5]>>[S:1]([CH2:2][C:3](=[O:4])[NH2:5])[CH2:12][CH:7]([Cl:6])[C:8](=[O:9])[O:10][CH3:11]. The reactants are O=C([O-])[O-], CC(C)=O, C=C(Cl)C(=O)OC, [K+], [K+], NC(=O)CS. Yields the product COC(=O)C(Cl)CSCC(N)=O. The reactants are CN1CCNCC1, CC(=O)c1c(Cl)cccc1[N+](=O)[O-]. Yields the product CC(=O)c1c(N2CCN(C)CC2)cccc1[N+](=O)[O-]. RXN SMILES: [CH3:14][N:15]1[CH2:16][CH2:17][NH:18][CH2:19][CH2:20]1.[Cl:1][c:2]1[c:3]([C:11]([CH3:12])=[O:13])[c:4]([N+:8](=[O:9])[O-:10])[cH:5][cH:6][cH:7]1>>[c:2]1([N:18]2[CH2:17][CH2:16][N:15]([CH3:14])[CH2:20][CH2:19]2)[c:3]([C:11]([CH3:12])=[O:13])[c:4]([N+:8](=[O:9])[O-:10])[cH:5][cH:6][cH:7]1. Reactants: S1C(=CC=C1)C=CC(=O)O (3-(2-thienyl)acrylic acid). Reagents/catalysts: [Pd] (palladium on carbon). Solvent: C(C)O (ethanol). The product is S1C(=CC=C1)CCC(=O)O (3-(2-Thienyl)propionic Acid). The yield is 77.6%. Reaction SMILES: [S:1]1[CH:5]=[CH:4][CH:3]=[C:2]1[CH:6]=[CH:7][C:8]([OH:10])=[O:9]>C(O)C.[Pd]>[S:1]1[CH:5]=[CH:4][CH:3]=[C:2]1[CH2:6][CH2:7][C:8]([OH:10])=[O:9]. Reported procedure: To a solution of 3-(2-thienyl)acrylic acid (7 g) in ethanol was added 5% palladium on carbon and the mixture was hydrogenated at 50 psi in a Parr apparatus. The catalyst was filtered off and the solvent was removed by evaporation to yield the title compound (5.5 g) as an oil. Electrospray MS m/z 155 [M−H]+. The reactants are CCC(CC)=O (3-pentanone), C(#N)CC(=O)OCC (ethyl cyanoacetate), C(C)(=O)O (acetic acid), C(C)(=O)[O-].[NH4+] (ammonium acetate). Solvent: C1(=CC=CC=C1)C (toluene). Reaction conditions: time 2 day. Yields the product C(#N)C(C(=O)OCC)=C(CC)CC (ethyl 2-cyano-3,3-diethylacrylate). The yield is 50.8%. Reaction SMILES: [CH3:1][CH2:2][C:3](=O)[CH2:4][CH3:5].[C:7]([CH2:9][C:10]([O:12][CH2:13][CH3:14])=[O:11])#[N:8].C(O)(=O)C.C([O-])(=O)C.[NH4+]>C1(C)C=CC=CC=1>[C:7]([C:9](=[C:3]([CH2:4][CH3:5])[CH2:2][CH3:1])[C:10]([O:12][CH2:13][CH3:14])=[O:11])#[N:8] |f:3.4|. Procedure: A mixture of 473 g (5.5 mol) of 3-pentanone, 565 g (5 mol) of ethyl cyanoacetate, 60 g (1 mol) of acetic acid, 38.5 g (0.5 mol) of ammonium acetate and 500 ml of toluene was stirred and heated under a Dean-Stark trap for 7 hr. and then allowed to stand for 2 days at room temperature. The reaction mixture was washed three times with 1 l of water and concentrated on the rotary evaporator at a low temperature. The residue was distilled in vacuum to give 460 g of ethyl 2-cyano-3,3-diethylacrylate, b... The reactants are CCCCCC1CCC(CCBr)CC1, c1ccc(P(c2ccccc2)c2ccccc2)cc1, Cc1ccccc1C. Product: [Br-], CCCCCC1CCC(CC[P+](c2ccccc2)(c2ccccc2)c2ccccc2)CC1. Reaction SMILES: [Br:1][CH2:2][CH2:3][CH:4]1[CH2:5][CH2:6][CH:7]([CH2:10][CH2:11][CH2:12][CH2:13][CH3:14])[CH2:8][CH2:9]1.[c:15]1([P:21]([c:22]2[cH:23][cH:24][cH:25][cH:26][cH:27]2)[c:28]2[cH:29][cH:30][cH:31][cH:32][cH:33]2)[cH:16][cH:17][cH:18][cH:19][cH:20]1.[c:34]1([CH3:35])[c:36]([CH3:37])[cH:38][cH:39][cH:40][cH:41]1>>[Br-:1].[CH2:2]([CH2:3][CH:4]1[CH2:5][CH2:6][CH:7]([CH2:10][CH2:11][CH2:12][CH2:13][CH3:14])[CH2:8][CH2:9]1)[P+:21]([c:15]1[cH:16][cH:17][cH:18][cH:19][cH:20]1)([c:22]1[cH:23][cH:24][cH:25][cH:26][cH:27]1)[c:28]1[cH:29][cH:30][cH:31][cH:32][cH:33]1. Reactants: N1C(=CC2=CC=CC=C12)C(=O)N1CCN(CC1)C ((1H-Indol-2-yl)-(4-methyl-piperazin-1-yl)-methanone), ClN1C(CCC1=O)=O (N-chlorosuccinimide). Run in CCOCC (ether), ClCCl (dichloromethane). Run at time 6 hour. Product: ClC1=C(NC2=CC=CC=C12)C(=O)N1CCN(CC1)C ((3-Chloro-1H-indol-2-yl)-(4-methyl-piperazin-1-yl)-methanone). Yield: 63.1%. RXN SMILES: [NH:1]1[C:9]2[C:4](=[CH:5][CH:6]=[CH:7][CH:8]=2)[CH:3]=[C:2]1[C:10]([N:12]1[CH2:17][CH2:16][N:15]([CH3:18])[CH2:14][CH2:13]1)=[O:11].[Cl:19]N1C(=O)CCC1=O>ClCCl.CCOCC>[Cl:19][C:3]1[C:4]2[C:9](=[CH:8][CH:7]=[CH:6][CH:5]=2)[NH:1][C:2]=1[C:10]([N:12]1[CH2:13][CH2:14][N:15]([CH3:18])[CH2:16][CH2:17]1)=[O:11]. Reported procedure: (1H-Indol-2-yl)-(4-methyl-piperazin-1-yl)-methanone (Example 4, 0.5 g) in dichloromethane (3 mL) at ambient temperature was treated with N-chlorosuccinimide (0.301 g) and stirred for 6 h. The reaction mixture was diluted with ether, washed with water, saturated sodium hydrogencarbonate solution and then brine, dried over sodium sulfate, filtered, and concentrated to give crude product. Purification via silica gel chromatography, eluting with 1-8% methanol/dichloromethane, afforded the title comp... Reactants: CC(C)Cc1ccc(C(C)C(=O)O)cc1, CCN(Cc1cc(C(=O)OCCN(CCO)C(C)C)cc(Br)c1N)C1CCCCC1, C1CCOC1, c1c[n-]cn1. Product: CCN(Cc1cc(C(=O)OCCN(CCOC(=O)C(C)c2ccc(CC(C)C)cc2)C(C)C)cc(Br)c1N)C1CCCCC1. As a reaction SMILES: [CH3:6][CH:7]([C:8](=[O:9])[OH:10])[c:11]1[cH:12][cH:13][c:14]([CH2:17][CH:18]([CH3:19])[CH3:20])[cH:15][cH:16]1.[NH2:21][c:22]1[c:23]([Br:50])[cH:24][c:25]([C:26](=[O:27])[O:28][CH2:29][CH2:30][N:31]([CH2:32][CH2:33][OH:34])[CH:35]([CH3:36])[CH3:37])[cH:38][c:39]1[CH2:40][N:41]([CH2:42][CH3:43])[CH:44]1[CH2:45][CH2:46][CH2:47][CH2:48][CH2:49]1.[O:51]1[CH2:52][CH2:53][CH2:54][CH2:55]1.[n-:1]1[cH:2][cH:3][n:4][cH:5]1>>[CH3:6][CH:7]([C:8]([O:9][CH2:33][CH2:32][N:31]([CH2:30][CH2:29][O:28][C:26]([c:25]1[cH:24][c:23]([Br:50])[c:22]([NH2:21])[c:39]([CH2:40][N:41]([CH2:42][CH3:43])[CH:44]2[CH2:45][CH2:46][CH2:47][CH2:48][CH2:49]2)[cH:38]1)=[O:27])[CH:35]([CH3:36])[CH3:37])=[O:10])[c:11]1[cH:12][cH:13][c:14]([CH2:17][CH:18]([CH3:19])[CH3:20])[cH:15][cH:16]1.